Dataset: the Open Reaction Database (ORD), a public repository of structured organic reaction records. Task: describe an organic reaction: reactants, conditions, products, and yield Reactants: [Li+].C[Si](C)(C)[N-][Si](C)(C)C (LiHMDS), FC1=C(C=CC(=C1)F)[N+](=O)[O-] (2,4-difluoronitrobenzene), COC=1C=C(C=CC1)N (3-methoxyphenylamine). Run in C1CCOC1 (THF), C1CCOC1 (THF), C1CCOC1 (THF). Reaction conditions: time 10 minute. The product is FC=1C=CC(=C(C1)NC1=CC(=CC=C1)OC)[N+](=O)[O-] ((5-Fluoro-2-nitrophenyl)-(3-methoxyphenyl)amine). RXN SMILES: [CH3:1][O:2][C:3]1[CH:4]=[C:5]([NH2:9])[CH:6]=[CH:7][CH:8]=1.[Li+].C[Si]([N-][Si](C)(C)C)(C)C.F[C:21]1[CH:26]=[C:25]([F:27])[CH:24]=[CH:23][C:22]=1[N+:28]([O-:30])=[O:29]>C1COCC1>[F:27][C:25]1[CH:24]=[CH:23][C:22]([N+:28]([O-:30])=[O:29])=[C:21]([NH:9][C:5]2[CH:6]=[CH:7][CH:8]=[C:3]([O:2][CH3:1])[CH:4]=2)[CH:26]=1 |f:1.2|. Procedure: A solution of 3-methoxyphenylamine (1.58 g, 12.82 mmol) in anhydrous THF (20 mL) was cooled to −70° C. To this was added dropwise 1M LiHMDS in THF (25.14 mL, 25.14 mmol), over 10 minutes. This was stirred at −70° C. for 15 minutes before a solution of 2,4-difluoronitrobenzene (2.00 g, 12.57 mmol) in anhydrous THF (10 mL) was added dropwise. The dark yellow solution was then allowed to reach RT and was quenched with saturated aqueous NH4Cl solution. This was extracted into EtOAc (3×) and the comb... Reaction SMILES: [C:35](=[O:36])([O-:37])[O-:38].[CH:1]1([CH2:4][N:5]2[CH2:6][CH2:7][N:8]([c:11]3[c:12]([C:17]4([OH:27])[CH2:18][C:19]([CH3:25])([CH3:26])[CH2:20][C:21]([CH3:23])([CH3:24])[CH2:22]4)[cH:13][cH:14][cH:15][cH:16]3)[CH2:9][CH2:10]2)[CH2:2][CH2:3]1.[K+:39].[K+:40].[OH2:41].[OH:28][C:29]([C:30]([F:31])([F:32])[F:33])=[O:34]>>[CH:1]1([CH2:4][N:5]2[CH2:6][CH2:7][N:8]([c:11]3[c:12]([C:17]4=[CH:18][C:19]([CH3:25])([CH3:26])[CH2:20][C:21]([CH3:23])([CH3:24])[CH2:22]4)[cH:13][cH:14][cH:15][cH:16]3)[CH2:9][CH2:10]2)[CH2:2][CH2:3]1. Reactants: O=C([O-])[O-], CC1(C)CC(C)(C)CC(O)(c2ccccc2N2CCN(CC3CC3)CC2)C1, [K+], [K+], O, O=C(O)C(F)(F)F. Product: CC1(C)C=C(c2ccccc2N2CCN(CC3CC3)CC2)CC(C)(C)C1. Reactants: COC(=O)C1C(C=CCC1)NCC1=CC=C(C=C1)F (2-(4-Fluoro-benzylamino)-cyclohex-3-enecarboxylic acid methyl ester), [O-]CC.[Na+] (sodium ethoxide), Cl.CN(CCCN=C=NCC)C (1-(3-Dimethylaminopropyl)-3-ethylcarbodiimide hydrochloride), CS(=O)(=O)NC1=CC2=C(NC(=NS2(=O)=O)CC(=O)O)C=C1 ((7-Methanesulfonylamino-1,1-dioxo-1,4-dihydro-1λ6-benzo[1,2,4]thiadiazin-3-yl)-acetic acid), CN1CCOCC1 (N-methylmorpholine), Cl (hydrochloric acid). Run in CN(C=O)C (N,N-dimethylformamide), C(C)O (ethanol), C(C)(=O)OCC (ethyl acetate), C(C)O (ethanol). Reaction conditions: temperature 60 celsius. Product: FC1=CC=C(CN2C(C(=C(C3CCC=CC23)O)C2=NS(C3=C(N2)C=CC(=C3)NS(=O)(=O)C)(=O)=O)=O)C=C1 (N-{3-[1-(4-fluoro-benzyl)-4-hydroxy-2-oxo-1,2,4a,5,6,8a-hexahydro-quinolin-3-yl]-1,1-dioxo-1,4-dihydro-1λ6-benzo[1,2,4]thiadiazin-7-yl}-methanesulfonamide). Yield: 24.2%. RXN SMILES: CO[C:3]([CH:5]1[CH2:10][CH2:9][CH:8]=[CH:7][CH:6]1[NH:11][CH2:12][C:13]1[CH:18]=[CH:17][C:16]([F:19])=[CH:15][CH:14]=1)=[O:4].[CH3:20][S:21]([NH:24][C:25]1[CH:40]=[CH:39][C:28]2[NH:29][C:30]([CH2:35][C:36](O)=[O:37])=[N:31][S:32](=[O:34])(=[O:33])[C:27]=2[CH:26]=1)(=[O:23])=[O:22].CN1CCOCC1.Cl.CN(C)CCCN=C=NCC.[O-]CC.[Na+].Cl>CN(C)C=O.C(OCC)(=O)C.C(O)C>[F:19][C:16]1[CH:15]=[CH:14][C:13]([CH2:12][N:11]2[CH:6]3[CH:5]([CH2:10][CH2:9][CH:8]=[CH:7]3)[C:3]([OH:4])=[C:35]([C:30]3[NH:29][C:28]4[CH:39]=[CH:40][C:25]([NH:24][S:21]([CH3:20])(=[O:23])=[O:22])=[CH:26][C:27]=4[S:32](=[O:33])(=[O:34])[N:31]=3)[C:36]2=[O:37])=[CH:18][CH:17]=1 |f:3.4,5.6|. Procedure: 2-(4-Fluoro-benzylamino)-cyclohex-3-enecarboxylic acid methyl ester (0.051 g, 0.19 mmol) was dissolved in anhydrous N,N-dimethylformamide (2 mL). (7-Methanesulfonylamino-1,1-dioxo-1,4-dihydro-1λ6-benzo[1,2,4]thiadiazin-3-yl)-acetic acid (prepared as described in Example 1j, 0.065 g, 0.19 mmol) was added followed by N-methylmorpholine (0.05 mL, 0.43 mmol). The mixture was stirred until everything dissolved, approximately 5 min. 1-(3-Dimethylaminopropyl)-3-ethylcarbodiimide hydrochloride (0.041 g,... Starting materials: CC(=O)c1cc(NC(=O)C(F)(F)F)cc(S(F)(F)(F)(F)F)c1, O=C([O-])[O-], COCCOC, CCOC(C)=O, Cl, CCI, CI, [K+], [K+], O. Yields the product CCN(C(=O)C(F)(F)F)c1cc(C(C)=O)cc(S(F)(F)(F)(F)F)c1. As a reaction SMILES: [C:1]([CH3:2])(=[O:3])[c:4]1[cH:5][c:6]([NH:16][C:17]([C:18]([F:19])([F:20])[F:21])=[O:22])[cH:7][c:8]([S:10]([F:11])([F:12])([F:13])([F:14])[F:15])[cH:9]1.[C:23](=[O:24])([O-:25])[O-:26].[CH2:35]([CH2:36][O:37][CH3:38])[O:39][CH3:40].[CH3:41][CH2:42][O:43][C:44](=[O:45])[CH3:46].[ClH:34].[I:29][CH2:30][CH3:31].[I:32][CH3:33].[K+:27].[K+:28].[OH2:47]>>[C:1]([CH3:2])(=[O:3])[c:4]1[cH:5][c:6]([N:16]([C:17]([C:18]([F:19])([F:20])[F:21])=[O:22])[CH2:30][CH3:31])[cH:7][c:8]([S:10]([F:11])([F:12])([F:13])([F:14])[F:15])[cH:9]1. The reactants are C([C@H]1CO1)OCC1=CC=CC=C1 ((R)-benzyl glycidyl ether), (R,R)-(salen)Co(II), O (H2O), 1, C(CCC)(=O)OCC1CO1 ((+/−)-glycidyl butyrate). The reagents and catalysts are CC(=O)O (AcOH). Solvent: C1CCOC1 (THF). Product: C(CCC)(=O)OC[C@@H]1CO1 ((S)-Glycidyl butyrate). The yield is 44.0%. As a reaction SMILES: [C:1]([O:6][CH2:7][CH:8]1[O:10][CH2:9]1)(=[O:5])[CH2:2][CH2:3][CH3:4].O.C(OCC1C=CC=CC=1)[C@@H]1OC1>CC(O)=O.C1COCC1>[C:1]([O:6][CH2:7][C@H:8]1[O:10][CH2:9]1)(=[O:5])[CH2:2][CH2:3][CH3:4]. Procedure details: Using the (R,R)-(salen)Co(II) precatalyst of 1 (91 mg, 0.15 mmol, 0.005equiv), (+/−)-glycidyl butyrate (4.32 g, 30.0 mmol), AcOH (32 mL, 0.6 mmol, 0.02 equiv), 0.3 mL THF, and H2O (297 mL, 16.5 mmol, 0.55 equiv) and a procedure analogous to the one outlined for 5b, (S)-glycidyl butyrate 5d (1.90 g, 13.2 mmol, 44%) was obtained as a clear oil by vacuum distillation of the reaction mixture (30° C., 0.5 torr). The product was determined to be >99% ee by conversion to and analysis of the 2-napthylsu... Reported procedure: The crude product of the title compound from Example 13.1 (50.0 mg, 0.158 mmol) was weighed into a vial and toluene (3 mL) was added. Potassium carbonate (47.0 mg, 0.340 mmol) and lead (IV) acetate (70.0 mg, 0.158 mmol) were added with stirring. The reaction was allowed to stir for 2.5 hours. The reaction was filtered and ethyl acetate was added to the filtrate and an aqueous workup was done. The organic layer was washed with brine, dried over sodium sulfate, filtered and concentrated. The crude... Product: ClC=1C=C(C=CC1)N1N=C(N=N1)C=O (2-(3-Chloro-phenyl)-2H-tetrazole-5-carbaldehyde). The reactants are crude product, ClC=1C=C(C=CC1)N1N=C(N=N1)C(C(O)C1=CC=CC=C1)O (1-[2-(3-Chloro-phenyl)-2H-tetrazol-5-yl]-2-phenyl-ethane-1,2-diol), C([O-])([O-])=O.[K+].[K+] (Potassium carbonate), C(C)(=O)[O-].[Pb+4].C(C)(=O)[O-].C(C)(=O)[O-].C(C)(=O)[O-] (lead (IV) acetate). The yield is 67.7%. RXN SMILES: [Cl:1][C:2]1[CH:3]=[C:4]([N:8]2[N:12]=[N:11][C:10]([CH:13]([OH:22])C(C3C=CC=CC=3)O)=[N:9]2)[CH:5]=[CH:6][CH:7]=1.C(=O)([O-])[O-].[K+].[K+].C([O-])(=O)C.[Pb+4].C([O-])(=O)C.C([O-])(=O)C.C([O-])(=O)C>C1(C)C=CC=CC=1>[Cl:1][C:2]1[CH:3]=[C:4]([N:8]2[N:12]=[N:11][C:10]([CH:13]=[O:22])=[N:9]2)[CH:5]=[CH:6][CH:7]=1 |f:1.2.3,4.5.6.7.8|. Run in C1(=CC=CC=C1)C (toluene). Reactants: CC12CCC(=O)NC1=CCC1C2CCC2(C)C(C(=O)O)CCC12, NC(c1ccccc1)c1ccc(O)cc1. Product: CC12CCC(=O)NC1=CCC1C2CCC2(C)C(C(=O)NC(c3ccccc3)c3ccc(O)cc3)CCC12. Reaction SMILES: [O:1]=[C:2]1[NH:3][C:4]2=[CH:5][CH2:6][CH:7]3[CH:8]4[CH2:9][CH2:10][CH:11]([C:21](=[O:22])[OH:23])[C:12]4([CH3:13])[CH2:14][CH2:15][CH:16]3[C:17]2([CH3:20])[CH2:18][CH2:19]1.[OH:24][c:25]1[cH:26][cH:27][c:28]([CH:31]([c:32]2[cH:33][cH:34][cH:35][cH:36][cH:37]2)[NH2:38])[cH:29][cH:30]1>>[O:1]=[C:2]1[NH:3][C:4]2=[CH:5][CH2:6][CH:7]3[CH:8]4[CH2:9][CH2:10][CH:11]([C:21](=[O:22])[NH:38][CH:31]([c:28]5[cH:27][cH:26][c:25]([OH:24])[cH:30][cH:29]5)[c:32]5[cH:33][cH:34][cH:35][cH:36][cH:37]5)[C:12]4([CH3:13])[CH2:14][CH2:15][CH:16]3[C:17]2([CH3:20])[CH2:18][CH2:19]1. The reactants are [Br-], O=Cc1c(F)cccc1Br, C1CCOC1, CC[Mg+], [Cl-], [NH4+]. Yields the product CCC(O)c1c(F)cccc1Br. RXN SMILES: [Br-:1].[Br:5][c:6]1[c:7]([CH:8]=[O:9])[c:10]([F:14])[cH:11][cH:12][cH:13]1.[CH2:17]1[O:18][CH2:19][CH2:20][CH2:21]1.[CH2:2]([CH3:3])[Mg+:4].[Cl-:15].[NH4+:16]>>[CH2:2]([CH3:3])[CH:8]([c:7]1[c:6]([Br:5])[cH:13][cH:12][cH:11][c:10]1[F:14])[OH:9]. The reactants are CN(C1=C(C(=C(C=C1)Br)[N+](=O)[O-])C)C (N,N-dimethyl-4-bromo-2-methyl-3-nitroaniline). Reagents/catalysts: [Ni] (Raney nickel). Solvent: C1CCOC1 (THF), [H][H] (hydrogen). The product is BrC1=C(N)C(=C(C=C1)N(C)C)C (2-bromo-5-dimethylamino-6-methylaniline). Yield: 90.5%. As a reaction SMILES: [CH3:1][N:2]([CH3:14])[C:3]1[CH:8]=[CH:7][C:6]([Br:9])=[C:5]([N+:10]([O-])=O)[C:4]=1[CH3:13]>C1COCC1.[H][H].[Ni]>[Br:9][C:6]1[CH:7]=[CH:8][C:3]([N:2]([CH3:14])[CH3:1])=[C:4]([CH3:13])[C:5]=1[NH2:10]. Procedure details: 15 g of N,N-dimethyl-4-bromo-2-methyl-3-nitroaniline is dissolved in about 200 ml of THF and hydrogenated at 20° C. under 5bars pressure of hydrogen using Raney nickel as catalyst. 12 g of 2-bromo-5-dimethylamino-6-methylaniline is obtained as a brown oil.